This data is from the Open Reaction Database (ORD), a public repository of structured organic reaction records. The task is: describe an organic reaction: reactants, conditions, products, and yield The reactants are I(=O)(=O)(=O)[O-].[Na+] (sodium periodate), C(=C)C=1C=CC2=C(C(=CS2)CCNC(=O)C2CCCCC2)C1 (N-[2-(5-Vinyl-1-benzothiophen-3-yl)ethyl]cyclohexanecarboxamide). Reagents/catalysts: [Os](=O)(=O)(=O)=O (osmium tetroxide). Run in CC(C)(C)O (2-methyl-2-propanol), O1CCOCC1 (dioxane), O (water). Reaction conditions: time 8 hour. Yields the product C(=O)C=1C=CC2=C(C(=CS2)CCNC(=O)C2CCCCC2)C1 (N-[2-(5-Formyl-1-benzothiophen-3-yl)ethyl]cyclohexanecarboxamide). RXN SMILES: I([O-])(=O)(=O)=[O:2].[Na+].[CH:7]([C:9]1[CH:10]=[CH:11][C:12]2[S:16][CH:15]=[C:14]([CH2:17][CH2:18][NH:19][C:20]([CH:22]3[CH2:27][CH2:26][CH2:25][CH2:24][CH2:23]3)=[O:21])[C:13]=2[CH:28]=1)=C>CC(O)(C)C.O1CCOCC1.O.[Os](=O)(=O)(=O)=O>[CH:7]([C:9]1[CH:10]=[CH:11][C:12]2[S:16][CH:15]=[C:14]([CH2:17][CH2:18][NH:19][C:20]([CH:22]3[CH2:27][CH2:26][CH2:25][CH2:24][CH2:23]3)=[O:21])[C:13]=2[CH:28]=1)=[O:2] |f:0.1|. Procedure: 1.10 g of osmium tetroxide in 2-methyl-2-propanol and then 8.70 g of sodium periodate are added at room temperature to a solution of 10 mmol of the product obtained in Step D in a mixture of 50 ml of dioxane and 25 ml of water. After stirring overnight at room temperature, the suspension is filtered and the filtrate is concentrated under reduced pressure. The resulting residue is taken up in dichloromethane. The organic phase is washed with water, dried and evaporated. The residue is purified by... Reactants: C1(=CC=C(C=C1)C1=NC2=C(N1)C=CC=C2C(=O)O)C2=CC=CC=C2 (2-biphenyl-4-yl-1H-benzoimidazole-4-carboxylic acid), CN1CCOCC1 (N-methyl morpholine), ClC(=O)OCC(C)C (Isobutyl chloroformate). Solvent: C1CCOC1 (THF). Reaction conditions: temperature -50 celsius, time 2 hour. Product: C1(=CC=C(C=C1)C1=NC2=C(N1)C=CC=C2C(=O)N)C2=CC=CC=C2 (2-Biphenyl-4-yl-1H-benzoimidazole-4-carboxylic acid amide). Isolated yield 69.6%. Reaction SMILES: [C:1]1([C:19]2[CH:24]=[CH:23][CH:22]=[CH:21][CH:20]=2)[CH:6]=[CH:5][C:4]([C:7]2[NH:11][C:10]3[CH:12]=[CH:13][CH:14]=[C:15]([C:16](O)=[O:17])[C:9]=3[N:8]=2)=[CH:3][CH:2]=1.C[N:26]1CCOCC1.ClC(OCC(C)C)=O>C1COCC1>[C:1]1([C:19]2[CH:24]=[CH:23][CH:22]=[CH:21][CH:20]=2)[CH:6]=[CH:5][C:4]([C:7]2[NH:11][C:10]3[CH:12]=[CH:13][CH:14]=[C:15]([C:16]([NH2:26])=[O:17])[C:9]=3[N:8]=2)=[CH:3][CH:2]=1. Procedure: To the solution of 2-biphenyl-4-yl-1H-benzoimidazole-4-carboxylic acid (0.35 g, 1.1 mmol) in THF (20 mL) was added N-methyl morpholine (0.2 mL, 1.6 mmol) and the mixture was cooled to −50° C. Isobutyl chloroformate (0.22 mL, 1.6 mmol) was then added drop wise, the reaction mixture was warmed to −10° C. and stirred for 2 h. The reaction mixture was again cooled to −50° C. and purged with ammonia gas for 10 minutes. Reaction mixture warmed to room temperature and stirred for 1 hour. TLC showed com... Starting materials: C(C1=CC=CC=C1)[C@@]1([C@@H](O[C@@H]([C@H]1OCC1=CC=CC=C1)CO)N1C(=O)NC(=O)C(=C1)Br)O (2',3'-O-dibenzyl-5-bromouridine), SC(C(=O)O)CCCCCCCCCCCCCCCC (2-mercaptostearic acid), CN(C=O)C (dimethylformamide), C1(CCCCC1)N=C=NC1CCCCC1 (N,N'-dicyclohexylcarbodiimide). Solvent: C1CCCCC1 (cyclohexane). Run at temperature 80 celsius, time 3 hour. Yields the product SC(C(=O)OC[C@@H]1[C@H]([C@]([C@@H](O1)N1C(=O)NC(=O)C(=C1)Br)(O)CC1=CC=CC=C1)OCC1=CC=CC=C1)CCCCCCCCCCCCCCCC (5'-O-(2-mercaptostearoyl)-2',3' -O-dibenzyl-5-bromouridine). Yield: 56.0%. RXN SMILES: [CH2:1]([C@@:8]1([OH:32])[C@H:12]([O:13][CH2:14][C:15]2[CH:20]=[CH:19][CH:18]=[CH:17][CH:16]=2)[C@@H:11]([CH2:21][OH:22])[O:10][C@H:9]1[N:23]1[CH:30]=[C:29]([Br:31])[C:27](=[O:28])[NH:26][C:24]1=[O:25])[C:2]1[CH:7]=[CH:6][CH:5]=[CH:4][CH:3]=1.[SH:33][CH:34]([CH2:38][CH2:39][CH2:40][CH2:41][CH2:42][CH2:43][CH2:44][CH2:45][CH2:46][CH2:47][CH2:48][CH2:49][CH2:50][CH2:51][CH2:52][CH3:53])[C:35](O)=[O:36].CN(C)C=O.C1(N=C=NC2CCCCC2)CCCCC1>C1CCCCC1>[SH:33][CH:34]([CH2:38][CH2:39][CH2:40][CH2:41][CH2:42][CH2:43][CH2:44][CH2:45][CH2:46][CH2:47][CH2:48][CH2:49][CH2:50][CH2:51][CH2:52][CH3:53])[C:35]([O:22][CH2:21][C@H:11]1[O:10][C@@H:9]([N:23]2[CH:30]=[C:29]([Br:31])[C:27](=[O:28])[NH:26][C:24]2=[O:25])[C@:8]([CH2:1][C:2]2[CH:7]=[CH:6][CH:5]=[CH:4][CH:3]=2)([OH:32])[C@@H:12]1[O:13][CH2:14][C:15]1[CH:16]=[CH:17][CH:18]=[CH:19][CH:20]=1)=[O:36]. Procedure details: 10 mmol of 2',3'-O-dibenzyl-5-bromouridine and 20 mmol of 2-mercaptostearic acid were added to 400 ml of dimethylformamide containing 40 ml of N,N'-dicyclohexylcarbodiimide, and the mixture was stirred for 3 hours. The resulting reaction mixture was then concentrted at 0.2 atm. at a temperature of 60° C. 200 ml of cyclohexane was added to the residue, and the mixture was heated at a temperature of 80° C for 2 hours while refluxing. The reaction mixture was filtered to recover the residue, and th... The reactants are N1C=C(C2=CC=CC=C12)CCC(=O)O (3-indolepropionic acid), C(=O)(N1C=NC=C1)N1C=NC=C1 (1,1′-carbonyldimidazole), O1CCCC1 (tetrahydrofuran). Conditions: time 1.5 hour. Yields the product N1C(=CC2=CC=CC=C12)CCC(=O)N (3-Indolyl-propionamide). RXN SMILES: [NH:1]1[C:9]2[C:4](=[CH:5][CH:6]=[CH:7][CH:8]=2)[C:3](CCC(O)=O)=[CH:2]1.C(N1C=CN=C1)([N:17]1C=CN=C1)=O.[O:27]1C[CH2:30][CH2:29][CH2:28]1>>[NH:1]1[C:9]2[C:4](=[CH:5][CH:6]=[CH:7][CH:8]=2)[CH:3]=[C:2]1[CH2:30][CH2:29][C:28]([NH2:17])=[O:27]. Procedure: A solution of 3-indolepropionic acid (15 g, 79 mmol), 1,1′-carbonyldimidazole (16.7 g, 100 mmol) in anhydrous tetrahydrofuran (150 ml) was allowed to stir for 1.5 hours at room temperature. Then NH3 was bubbled through the solution for 2.5 hours at room temperature. The solvent was removed under vacuum, and the residue was dissolved in ethyl acetate (500 ml). The organic solution was washed with water (3×150 ml ), dried over anhydrous sodium sulfate, filtered, and the solvent was removed under v...